From a dataset of the Open Reaction Database (ORD), a public repository of structured organic reaction records. describe an organic reaction: reactants, conditions, products, and yield Procedure: A mixture of 2.4 g of 2-bromo-4-oxo-5,6-dihydro-4H-thieno[2,3-b]thiopyran-5-acetic acid and 1.3 g of 4-chlorophenylhydrazine in 40 ml of ethanol is refluxed under heating for 14 hours. After cooling, the precipitated crystals are collected by filtration, washed with ethanol and then recrystallized from a mixed solvent of chloroform and ethanol to give 1.3 g of 8-bromo-2-(4-chlorophenyl)-4a,5-dihydro-2H-thieno[2',3':2,3]thiopyrano[4,5-c]pyridazin-3(4H)-one as pale brown crystals, melting at 169°-... Run in C(C)O (ethanol). As a reaction SMILES: [Br:1][C:2]1[S:15][C:5]2[S:6][CH2:7][CH:8]([CH2:11][C:12]([OH:14])=O)[C:9](=O)[C:4]=2[CH:3]=1.[Cl:16][C:17]1[CH:22]=[CH:21][C:20]([NH:23][NH2:24])=[CH:19][CH:18]=1>C(O)C>[Br:1][C:2]1[S:15][C:5]2[S:6][CH2:7][CH:8]3[CH2:11][C:12](=[O:14])[N:23]([C:20]4[CH:21]=[CH:22][C:17]([Cl:16])=[CH:18][CH:19]=4)[N:24]=[C:9]3[C:4]=2[CH:3]=1. The product is BrC1=CC2=C(SCC3C2=NN(C(C3)=O)C3=CC=C(C=C3)Cl)S1 (8-bromo-2-(4-chlorophenyl)-4a,5-dihydro-2H-thieno[2',3':2,3]thiopyrano[4,5-c]pyridazin-3(4H)-one). The reactants are BrC1=CC2=C(SCC(C2=O)CC(=O)O)S1 (2-bromo-4-oxo-5,6-dihydro-4H-thieno[2,3-b]thiopyran-5-acetic acid), ClC1=CC=C(C=C1)NN (4-chlorophenylhydrazine). The yield is 40.2%.